Dataset: the Open Reaction Database (ORD), a public repository of structured organic reaction records. Task: describe an organic reaction: reactants, conditions, products, and yield Yields the product C[C@H]1[C@H]2[C@@H]3CCC([C@@]3(C)CC[C@@H]2[C@]2(CCC(C(=C2C1)[N+](=O)[O-])=O)C)=O (7α-methyl-4-nitroandrost-4-ene-3,17-dione). The reactants are CC(=O)C.OS(=O)(=O)O.O=[Cr](=O)=O (Jones reagent), O[C@@H]1[C@]2(C)[C@@H](CC1)[C@@H]1[C@@H](CC3=C(C(CC[C@]3(C)[C@H]1CC2)=O)[N+](=O)[O-])C (17β-hydroxy-7α-methyl-4-nitroandrost-4-en-3-one), CO (methanol). Reported procedure: A solution of 17β-hydroxy-7α-methyl-4-nitroandrost-4-en-3-one (4.2 g, 12.1 mM) in acetone (400 ml) is cooled to 0° C. and is treated with Jones reagent (4.0 ml). Any excess reagent is decomposed by addition of methanol. The solids are filtered off and the filtrate is concentrated to a green solid. This material is purified by flash chromatography on silica gel to give 7α-methyl-4-nitroandrost-4-ene-3,17-dione (aqueous acetone). Reaction SMILES: [OH:1][C@H:2]1[CH2:7][CH2:6][C@H:5]2[C@H:8]3[C@H:18]([CH2:19][CH2:20][C@:3]12[CH3:4])[C@:16]1([CH3:17])[C:11](=[C:12]([N+:22]([O-:24])=[O:23])[C:13](=[O:21])[CH2:14][CH2:15]1)[CH2:10][C@H:9]3[CH3:25].CC(C)=O.OS(O)(=O)=O.O=[Cr](=O)=O.CO>CC(C)=O>[CH3:25][C@@H:9]1[CH2:10][C:11]2[C@:16]([CH3:17])([CH2:15][CH2:14][C:13](=[O:21])[C:12]=2[N+:22]([O-:24])=[O:23])[C@@H:18]2[C@@H:8]1[C@H:5]1[C@@:3]([CH2:20][CH2:19]2)([CH3:4])[C:2](=[O:1])[CH2:7][CH2:6]1 |f:1.2.3|. Run in CC(=O)C (acetone).